From a dataset of the Open Reaction Database (ORD), a public repository of structured organic reaction records. describe an organic reaction: reactants, conditions, products, and yield The reactants are O=C1N2C3=C(CO1)C=CC=C3C(CC2)=O (6,7-dihydro-3,7-dioxo-1H,3H,5H-pyrido [3,2,1-ij][3,1]benzoxazine), C(CO)O (ethylene glycol), C1(=CC=C(C=C1)S(=O)(=O)O)C (p-toluenesulfonic acid). Solvent: C1(=CC=CC=C1)C (toluene). The product is O=C1N2C3=C(CO1)C=CC=C3C3(CC2)OCCO3 (6,7-dihydro-3-oxo-7,7-ethylenedioxy-1H,3H,5H-pyrido[3,2,1-ij][3,1]benzoxazine). Reaction SMILES: [O:1]=[C:2]1[O:7][CH2:6][C:5]2[CH:8]=[CH:9][CH:10]=[C:11]3[C:12](=[O:15])[CH2:13][CH2:14][N:3]1[C:4]=23.[CH2:16](O)[CH2:17][OH:18].C1(C)C=CC(S(O)(=O)=O)=CC=1>C1(C)C=CC=CC=1>[O:1]=[C:2]1[O:7][CH2:6][C:5]2[CH:8]=[CH:9][CH:10]=[C:11]3[C:12]4([O:18][CH2:17][CH2:16][O:15]4)[CH2:13][CH2:14][N:3]1[C:4]=23. Procedure details: A solution of 6,7-dihydro-3,7-dioxo-1H,3H,5H-pyrido [3,2,1-ij][3,1]benzoxazine (2 g), ethylene glycol (2.2 ml) and p-toluenesulfonic acid (catalytic amount) in toluene (60 ml) was refluxed by use of Dean-Stark apparatus for 3 hours. After washing the reaction mixture with a saturated aqueous solution of sodium hydrocarbonate, the mixture was dried over anhydrous magnesium sulfate. The solvent was distilled off to give 6,7-dihydro-3-oxo-7,7-ethylenedioxy-1H,3H,5H-pyrido[3,2,1-ij][3,1]benzoxazine ... The reactants are CC1(C2=C(C(=CC=C2)P(C3=CC=CC=C3)C4=CC=CC=C4)OC5=C(C=CC=C51)P(C6=CC=CC=C6)C7=CC=CC=C7)C (Xantphos), C(C1=CC=CC=C1)OC1=NC=CC(=C1)Cl (2-(benzyloxy)-4-chloropyridine), CN(C(OCC1=CC=CC=C1)=O)C1CCNCC1 (benzyl methyl(piperidin-4-yl)carbamate), C(=O)([O-])[O-].[Cs+].[Cs+] (Cs2CO3). The reagents and catalysts are C=1C=CC(=CC1)/C=C/C(=O)/C=C/C2=CC=CC=C2.C=1C=CC(=CC1)/C=C/C(=O)/C=C/C2=CC=CC=C2.C=1C=CC(=CC1)/C=C/C(=O)/C=C/C2=CC=CC=C2.[Pd].[Pd] (Pd2(dba)3). Run in C1(=CC=CC=C1)C (toluene), C(Cl)Cl (DCM). Conditions: time 14 hour. Product: C(C1=CC=CC=C1)OC1=NC=CC(=C1)N1CCC(CC1)N(C(OCC1=CC=CC=C1)=O)C (Benzyl 1-(2-(benzyloxy)pyridin-4-yl)piperidin-4-yl(methyl)carbamate). The yield is 32.0%. As a reaction SMILES: [CH2:1]([O:8][C:9]1[CH:14]=[C:13](Cl)[CH:12]=[CH:11][N:10]=1)[C:2]1[CH:7]=[CH:6][CH:5]=[CH:4][CH:3]=1.[CH3:16][N:17]([CH:28]1[CH2:33][CH2:32][NH:31][CH2:30][CH2:29]1)[C:18](=[O:27])[O:19][CH2:20][C:21]1[CH:26]=[CH:25][CH:24]=[CH:23][CH:22]=1.C([O-])([O-])=O.[Cs+].[Cs+].CC1(C)C2C(=C(P(C3C=CC=CC=3)C3C=CC=CC=3)C=CC=2)OC2C(P(C3C=CC=CC=3)C3C=CC=CC=3)=CC=CC1=2>C1(C)C=CC=CC=1.C(Cl)Cl.C1C=CC(/C=C/C(/C=C/C2C=CC=CC=2)=O)=CC=1.C1C=CC(/C=C/C(/C=C/C2C=CC=CC=2)=O)=CC=1.C1C=CC(/C=C/C(/C=C/C2C=CC=CC=2)=O)=CC=1.[Pd].[Pd]>[CH2:1]([O:8][C:9]1[CH:14]=[C:13]([N:31]2[CH2:30][CH2:29][CH:28]([N:17]([CH3:16])[C:18](=[O:27])[O:19][CH2:20][C:21]3[CH:26]=[CH:25][CH:24]=[CH:23][CH:22]=3)[CH2:33][CH2:32]2)[CH:12]=[CH:11][N:10]=1)[C:2]1[CH:7]=[CH:6][CH:5]=[CH:4][CH:3]=1 |f:2.3.4,8.9.10.11.12|. Procedure details: A mixture of 2-(benzyloxy)-4-chloropyridine (800 mg, 3.653 mmol, 1.0 eq), benzyl methyl(piperidin-4-yl)carbamate (stage 3 AMN-52) (0.997 g, 4.018 mmol, 1.1 eq) and Cs2CO3 (2.374 g, 7.306 mmol, 2.0 eq) in toluene (10 ml) was degassed for 15 minutes with nitrogen. Pd2(dba)3 (166 mg, 0.182 mmol, 0.05 eq) and Xantphos (105 mg, 0.182 mmol, 0.05 eq) were then added and stirring was carried out for 14 hours at 90° C. After monitoring by TLC, the mixture was diluted with DCM (150 ml), washed with water ...